From a dataset of the Open Reaction Database (ORD), a public repository of structured organic reaction records. describe an organic reaction: reactants, conditions, products, and yield Starting materials: [OH-].[K+] (potassium hydroxide), CC(C)([O-])C.[K+] (potassium tert-butoxide), CC(C)([O-])C.[K+] (potassium tert-butoxide), BrC1=CC=C2CC3(C(C2=C1)=O)CCC(CC3)OC (6′-Bromo-4-methoxyspiro[cyclohexane-1,2′-inden]-1′(3′H)-one), BrC1=CC=C2CC3(C(C2=C1)=O)CCC(CC3)OC (6′-Bromo-4-methoxyspiro[cyclohexane-1,2′-inden]-1′(3′H)-one), C(C=C)(=O)OC (methyl acrylate). The solvent is [Cl-].[Na+].O (brine), O (water), 2-Me THF. Reaction conditions: temperature 0 celsius, time 2.5 hour. Yields the product C(C(C)C)OC1=CC=C2CC3(C(C2=C1)=O)CCC(CC3)=O (6′-Isobutoxyspiro[cyclohexane-1,2′-indene]-1′,4(3′H)-dione). The yield is 56.3%. RXN SMILES: Br[C:2]1[CH:10]=[C:9]2[C:5]([CH2:6][C:7]3([CH2:16][CH2:15][CH:14]([O:17]C)[CH2:13][CH2:12]3)[C:8]2=[O:11])=[CH:4][CH:3]=1.[C:19]([O:23]C)(=O)[CH:20]=[CH2:21].[CH3:25]C(C)([O-])C.[K+].[OH-].[K+]>[Cl-].[Na+].O.O>[CH2:19]([O:23][C:2]1[CH:10]=[C:9]2[C:5]([CH2:6][C:7]3([CH2:12][CH2:13][C:14](=[O:17])[CH2:15][CH2:16]3)[C:8]2=[O:11])=[CH:4][CH:3]=1)[CH:20]([CH3:21])[CH3:25] |f:2.3,4.5,6.7.8|. Reported procedure: To a mixture of 6-isobutoxy-2,3-dihydro-1H-inden-1-one (Intermediate 4, 17.4 g, 85 mmol) and methyl acrylate (16.9 mL, 187 mmol) in 2-Me THF (84 mL) cooled to 0° C. was added potassium tert-butoxide (11.8 g, 102 mmol) in portions over 3 min. After stirring at r.t. for 2.5 h more potassium tert-butoxide (2.95 g, 25.5 mmol) was added at 0° C. After stirring at r.t. for 2.5 h were water (126 mL) and potassium hydroxide (4.77 g, 85 mmol) added and the mixture was heated at reflux overnight. The mixt... Reaction conditions: time 8 hour. Reported procedure: A mixture of 1.1 g., (0.005 mole) of 2-(3-aminophenyl)oxazolo[4,5-b]pyridine and 50 ml. of ethanol is reacted with dimethylaminoacetaldehyde [from 0.96 g. (0.006 mole) dimethylaminoacetaldehyde diethylacetal] by gentle heating to complete the intermediate Schiff base formation. The mixture is then cooled and 60 mg., (0.0015 mole) of sodium borohydride is added, and the mixture allowed to stir overnight at room temperature. Water is added, the solvents are removed in vacuo, and the residue is dis... RXN SMILES: [NH2:1][C:2]1[CH:3]=[C:4]([C:8]2[O:9][C:10]3[C:11]([N:16]=2)=[N:12][CH:13]=[CH:14][CH:15]=3)[CH:5]=[CH:6][CH:7]=1.[CH3:17][N:18]([CH2:20][CH:21]=O)[CH3:19].C(OC(OCC)CN(C)C)C.[BH4-].[Na+]>O.C(O)C>[CH3:17][N:18]([CH3:19])[CH2:20][CH2:21][NH:1][C:2]1[CH:3]=[C:4]([C:8]2[O:9][C:10]3[C:11]([N:16]=2)=[N:12][CH:13]=[CH:14][CH:15]=3)[CH:5]=[CH:6][CH:7]=1 |f:3.4|. The product is CN(CCNC=1C=C(C=CC1)C=1OC=2C(=NC=CC2)N1)C (2-[3-(2-dimethylaminoethyl)aminophenyl]oxazolo[4,5-b]pyridine). The reactants are NC=1C=C(C=CC1)C=1OC=2C(=NC=CC2)N1 (2-(3-aminophenyl)oxazolo[4,5-b]pyridine), Schiff base, [BH4-].[Na+] (sodium borohydride), CN(C)CC=O (dimethylaminoacetaldehyde), C(C)OC(CN(C)C)OCC (dimethylaminoacetaldehyde diethylacetal). Solvent: C(C)O (ethanol), O (Water). Starting materials: CS(C)=O, CCN(C(C)C)C(C)C, O, c1ccc(-c2ccc(N3CCNCC3)cc2)cc1, O=C(Nc1cccnc1)OCC(Cl)(Cl)Cl. Yields the product O=C(Nc1cccnc1)N1CCN(c2ccc(-c3ccccc3)cc2)CC1. As a reaction SMILES: [CH3:44][S:45]([CH3:46])=[O:47].[CH:34]([N:35]([CH:36]([CH3:37])[CH3:38])[CH2:39][CH3:40])([CH3:41])[CH3:42].[OH2:43].[c:16]1(-[c:28]2[cH:29][cH:30][cH:31][cH:32][cH:33]2)[cH:17][cH:18][c:19]([N:22]2[CH2:23][CH2:24][NH:25][CH2:26][CH2:27]2)[cH:20][cH:21]1.[n:1]1[cH:2][c:3]([NH:7][C:8]([O:9][CH2:10][C:11]([Cl:12])([Cl:13])[Cl:14])=[O:15])[cH:4][cH:5][cH:6]1>>[n:1]1[cH:2][c:3]([NH:7][C:8](=[O:15])[N:25]2[CH2:24][CH2:23][N:22]([c:19]3[cH:18][cH:17][c:16](-[c:28]4[cH:29][cH:30][cH:31][cH:32][cH:33]4)[cH:21][cH:20]3)[CH2:27][CH2:26]2)[cH:4][cH:5][cH:6]1. Starting materials: C(C)OC(=O)C1C(=CC(CC1)=O)CCCC (2-Butyl-4-oxocyclohex-2-ene carboxylic acid ethyl ester), Cl (hydrochloric acid). Reagents/catalysts: [Pd] (palladium on carbon). The solvent is C(C)O (ethanol). The product is C(C)OC(=O)[C@H]1[C@H](CC(CC1)=O)CCCC (cis-2-Butyl-4-oxocyclohexane carboxylic acid ethyl ester). Isolated yield 92.8%. RXN SMILES: [CH2:1]([O:3][C:4]([CH:6]1[CH2:11][CH2:10][C:9](=[O:12])[CH:8]=[C:7]1[CH2:13][CH2:14][CH2:15][CH3:16])=[O:5])[CH3:2].Cl>C(O)C.[Pd]>[CH2:1]([O:3][C:4]([C@@H:6]1[CH2:11][CH2:10][C:9](=[O:12])[CH2:8][C@@H:7]1[CH2:13][CH2:14][CH2:15][CH3:16])=[O:5])[CH3:2]. Procedure: 2-Butyl-4-oxocyclohex-2-ene carboxylic acid ethyl ester [Tetrahedron 37 1033 (1981)] (4.48 g; 20 mmole) dissolved in absolute ethanol (15 ml) containing 2N hydrochloric acid (1 ml) was reduced at room temperature over 5% palladium on carbon (150 mg) at 50 p.s.i. (3.45 bar). After one hour the mixture was filtered through avicel and the solvent was evaporated under reduced pressure. The residue was taken up in diethyl ether and washed successively with water, saturated aqueous sodium bicarbonate ... The reactants are BrCC(=O)OC(C)(C)C (tert-butyl bromoacetate), ice water, O1C(CCCC1)O[C@@H]1C[C@@H](CCC1)CO ([(1R,3S)-3-(tetrahydropyran-2-yloxy)cyclohexyl]methanol), [OH-].[Na+] (sodium hydroxide), CC(C)(C)OC (MTBE), O1C(CCCC1)O[C@@H]1C[C@@H](CCC1)CO ([(1R,3S)-3-(tetrahydropyran-2-yloxy)cyclohexyl]methanol). The reagents and catalysts are S([O-])(O)(=O)=O.C(CCC)[N+](CCCC)(CCCC)CCCC (tetrabutylammonium bisulfate), [I-].C(CCC)[N+](CCCC)(CCCC)CCCC (tetrabutylammonium iodide). Run in C1(=CC=CC=C1)C (toluene), O (water), O (water). Reaction conditions: temperature 10 celsius, time 8 hour. Yields the product O1C(CCCC1)O[C@@H]1C[C@@H](CCC1)COCC(=O)OC(C)(C)C (tert-Butyl [(1R, 3S)-3-(tetrahydropyran-2-yloxy)cyclohexylmethoxy]acetate). Reaction SMILES: Br[CH2:2][C:3]([O:5][C:6]([CH3:9])([CH3:8])[CH3:7])=[O:4].[OH-].[Na+].CC(OC)(C)C.[O:18]1[CH2:23][CH2:22][CH2:21][CH2:20][CH:19]1[O:24][C@H:25]1[CH2:30][CH2:29][CH2:28][C@@H:27]([CH2:31][OH:32])[CH2:26]1>S(=O)(=O)(O)[O-].C([N+](CCCC)(CCCC)CCCC)CCC.[I-].C([N+](CCCC)(CCCC)CCCC)CCC.C1(C)C=CC=CC=1.O>[O:18]1[CH2:23][CH2:22][CH2:21][CH2:20][CH:19]1[O:24][C@H:25]1[CH2:30][CH2:29][CH2:28][C@@H:27]([CH2:31][O:32][CH2:2][C:3]([O:5][C:6]([CH3:9])([CH3:8])[CH3:7])=[O:4])[CH2:26]1 |f:1.2,5.6,7.8|. Procedure details: 34 g of [(1R,3S)-3-(tetrahydropyran-2-yloxy)cyclohexyl]methanol, 100 g of tert-butyl bromoacetate, 16.2 g of tetrabutylammonium bisulfate and 5.9 g of tetrabutylammonium iodide are dissolved in 250 ml of toluene and, at 10° C. (ice-water bath), a solution of 63.5 g of sodium hydroxide in 80 ml of water is added, and the mixture is stirred vigorously (KPG paddle stirrer) at 10° C. for 8 h. Then MTBE and water are added, and the phases are separated. The aqueous phase is extracted twice with MTBE,... Reactants: CCOC(C)=O, CC(C)(C)OC(=O)NC1CCCOCC=CC2CC2(C(=O)NS(=O)(=O)C2CC2)NC(=O)C2CC(OC(=O)N3Cc4cccc(F)c4C3)CN2C1=O, [H][H], [K+], O, O=S(=O)([O-])O. The product is CC(C)(C)OC(=O)NC1CCCOCCCC2CC2(C(=O)NS(=O)(=O)C2CC2)NC(=O)C2CC(OC(=O)N3Cc4cccc(F)c4C3)CN2C1=O. Reaction SMILES: [CH3:61][CH2:62][O:63][C:64](=[O:65])[CH3:66].[F:1][c:2]1[c:3]2[c:7]([cH:8][cH:9][cH:10]1)[CH2:6][N:5]([C:11](=[O:12])[O:13][CH:14]1[CH2:15][CH:16]3[C:17](=[O:51])[NH:18][C:19]4([C:42]([NH:43][S:44](=[O:45])(=[O:46])[CH:47]5[CH2:48][CH2:49]5)=[O:50])[CH:20]([CH:21]=[CH:22][CH2:23][O:24][CH2:25][CH2:26][CH2:27][CH:28]([NH:33][C:34](=[O:35])[O:36][C:37]([CH3:38])([CH3:39])[CH3:40])[C:29](=[O:32])[N:30]3[CH2:31]1)[CH2:41]4)[CH2:4]2.[H:52][H:53].[K+:60].[OH2:54].[S:55]([O-:56])([OH:57])(=[O:58])=[O:59]>>[F:1][c:2]1[c:3]2[c:7]([cH:8][cH:9][cH:10]1)[CH2:6][N:5]([C:11](=[O:12])[O:13][CH:14]1[CH2:15][CH:16]3[C:17](=[O:51])[NH:18][C:19]4([C:42]([NH:43][S:44](=[O:45])(=[O:46])[CH:47]5[CH2:48][CH2:49]5)=[O:50])[CH:20]([CH2:21][CH2:22][CH2:23][O:24][CH2:25][CH2:26][CH2:27][CH:28]([NH:33][C:34](=[O:35])[O:36][C:37]([CH3:38])([CH3:39])[CH3:40])[C:29](=[O:32])[N:30]3[CH2:31]1)[CH2:41]4)[CH2:4]2. The reactants are COC1=CC=C(COC=2C=C(CN3C=C(C(C=C3CO)=O)OC(C3=CC=CC=C3)C3=CC=CC=C3)C=CC2OCC2=CC=C(C=C2)OC)C=C1 (1-[3,4-bis(p-methoxybenzyloxy)benzyl]-3-diphenylmethoxy-6-hydroxymethyl-4-pyridone). Reagents/catalysts: [O-2].[O-2].[Mn+4] (manganese dioxide). Run in ClCCl (dichloromethane). Reaction conditions: time 20 minute. The product is COC1=CC=C(COC=2C=C(CN3C=C(C(C=C3C=O)=O)OC(C3=CC=CC=C3)C3=CC=CC=C3)C=CC2OCC2=CC=C(C=C2)OC)C=C1 (1-[3,4-bis(p-methoxybenzyloxy)benzyl]-3-diphenylmethoxy6-formyl-4-pyridone). Yield: 57.3%. RXN SMILES: [CH3:1][O:2][C:3]1[CH:50]=[CH:49][C:6]([CH2:7][O:8][C:9]2[CH:10]=[C:11]([CH:36]=[CH:37][C:38]=2[O:39][CH2:40][C:41]2[CH:46]=[CH:45][C:44]([O:47][CH3:48])=[CH:43][CH:42]=2)[CH2:12][N:13]2[C:18]([CH2:19][OH:20])=[CH:17][C:16](=[O:21])[C:15]([O:22][CH:23]([C:30]3[CH:35]=[CH:34][CH:33]=[CH:32][CH:31]=3)[C:24]3[CH:29]=[CH:28][CH:27]=[CH:26][CH:25]=3)=[CH:14]2)=[CH:5][CH:4]=1>[O-2].[O-2].[Mn+4].ClCCl>[CH3:1][O:2][C:3]1[CH:4]=[CH:5][C:6]([CH2:7][O:8][C:9]2[CH:10]=[C:11]([CH:36]=[CH:37][C:38]=2[O:39][CH2:40][C:41]2[CH:46]=[CH:45][C:44]([O:47][CH3:48])=[CH:43][CH:42]=2)[CH2:12][N:13]2[C:18]([CH:19]=[O:20])=[CH:17][C:16](=[O:21])[C:15]([O:22][CH:23]([C:24]3[CH:29]=[CH:28][CH:27]=[CH:26][CH:25]=3)[C:30]3[CH:35]=[CH:34][CH:33]=[CH:32][CH:31]=3)=[CH:14]2)=[CH:49][CH:50]=1 |f:1.2.3|. Procedure: To a dichloromethane solution (210 ml) of 1-[3,4-bis(p-methoxybenzyloxy)benzyl]-3-diphenylmethoxy-6-hydroxymethyl-4-pyridone (0.462 g) is added active manganese dioxide (2.40 g), and the mixture is stirred at room temperature for 20 minutes. Insolubles are removed by filtration, the filtrate is subjected to flash column chromatography on 50 g of Wako-Gel C-300 (manufactured by Wako Pure Chemical Industries, Ltd.) with an eluent of chloroform-methanol (20:1) to perform separation and purification... Reaction conditions: temperature 60 celsius, time 3 hour. Solvent: CN(C)C=O (DMF). Procedure: 5 ml DMF solution containing 0.27 g 4-(2-propyl)-5-ethoxy-2-(2-chloro-6-hydroxyphenyl)oxazole, 0.20 g 2-methanesulfonyl-4,6-dimethoxypyrimidine and 0.41 g pottasium carbonate was stirred for 3 hours at 60° C. After completing the reaction, the solution reacted was poured into ice water and then extracted with ethyl acetate. The organic layer obtained was washed with water and saturated saline solution in turn and was then dried by using anhydrous magnesium sulfate, and the solvent used was remov... The reactants are CC(C)C=1N=C(OC1OCC)C1=C(C=CC=C1O)Cl (4-(2-propyl)-5-ethoxy-2-(2-chloro-6-hydroxyphenyl)oxazole), CS(=O)(=O)C1=NC(=CC(=N1)OC)OC (2-methanesulfonyl-4,6-dimethoxypyrimidine), C([O-])([O-])=O (carbonate), ice water. Reaction SMILES: [CH3:1][CH:2]([C:4]1[N:5]=[C:6]([C:12]2[C:17]([OH:18])=[CH:16][CH:15]=[CH:14][C:13]=2[Cl:19])[O:7][C:8]=1[O:9][CH2:10][CH3:11])[CH3:3].CS([C:24]1[N:29]=[C:28]([O:30][CH3:31])[CH:27]=[C:26]([O:32][CH3:33])[N:25]=1)(=O)=O.C(=O)([O-])[O-]>CN(C=O)C>[CH3:1][CH:2]([C:4]1[N:5]=[C:6]([C:12]2[C:17]([O:18][C:24]3[N:29]=[C:28]([O:30][CH3:31])[CH:27]=[C:26]([O:32][CH3:33])[N:25]=3)=[CH:16][CH:15]=[CH:14][C:13]=2[Cl:19])[O:7][C:8]=1[O:9][CH2:10][CH3:11])[CH3:3]. Yields the product CC(C)C=1N=C(OC1OCC)C1=C(C=CC=C1OC1=NC(=CC(=N1)OC)OC)Cl (4-(2-propyl)-5-ethoxy-2-[2-chloro-6-(4,6-dimethoxypyrimidine-2-yloxy)phenyl]oxazole). The reactants are CCc1ccc(CC(NC(=O)N2CCC(N3CCc4ccccc4NC3=O)CC2)C(=O)O)cc1CC, C1CN(C2CCNCC2)C1. The product is CCc1ccc(CC(NC(=O)N2CCC(N3CCc4ccccc4NC3=O)CC2)C(=O)N2CCC(N3CCC3)CC2)cc1CC. Reaction SMILES: [CH2:1]([CH3:2])[c:3]1[cH:4][c:5]([CH2:11][CH:12]([C:13](=[O:14])[OH:15])[NH:16][C:17](=[O:18])[N:19]2[CH2:20][CH2:21][CH:22]([N:25]3[C:26](=[O:36])[NH:27][c:28]4[c:29]([cH:32][cH:33][cH:34][cH:35]4)[CH2:30][CH2:31]3)[CH2:23][CH2:24]2)[cH:6][cH:7][c:8]1[CH2:9][CH3:10].[N:37]1([CH:41]2[CH2:42][CH2:43][NH:44][CH2:45][CH2:46]2)[CH2:38][CH2:39][CH2:40]1>>[CH2:1]([CH3:2])[c:3]1[cH:4][c:5]([CH2:11][CH:12]([C:13](=[O:15])[N:44]2[CH2:43][CH2:42][CH:41]([N:37]3[CH2:38][CH2:39][CH2:40]3)[CH2:46][CH2:45]2)[NH:16][C:17](=[O:18])[N:19]2[CH2:20][CH2:21][CH:22]([N:25]3[C:26](=[O:36])[NH:27][c:28]4[c:29]([cH:32][cH:33][cH:34][cH:35]4)[CH2:30][CH2:31]3)[CH2:23][CH2:24]2)[cH:6][cH:7][c:8]1[CH2:9][CH3:10].